From a dataset of the Open Reaction Database (ORD), a public repository of structured organic reaction records. describe an organic reaction: reactants, conditions, products, and yield Starting materials: C[Si](OC1=CCC(C2(CC2)C1)C(=O)OCC)(C)C (ethyl 7-[(trimethylsilyl)oxy]spiro[2.5]oct-6-ene-4-carboxylate), [F-].[K+] (Potassium fluoride). Solvent: CO (methanol). Product: O=C1CCC(C2(CC2)C1)C(=O)OCC (ethyl 7-oxospiro[2.5]octane-4-carboxylate). Isolated yield 20.2%. Reaction SMILES: C[Si](C)(C)[O:3][C:4]1[CH2:11][C:8]2([CH2:10][CH2:9]2)[CH:7]([C:12]([O:14][CH2:15][CH3:16])=[O:13])[CH2:6][CH:5]=1.[F-].[K+]>CO>[O:3]=[C:4]1[CH2:11][C:8]2([CH2:9][CH2:10]2)[CH:7]([C:12]([O:14][CH2:15][CH3:16])=[O:13])[CH2:6][CH2:5]1 |f:1.2|. Procedure details: The product of Step 1 (1.698 g, 6.33 mmol) was dissolved in methanol (6 ml). Potassium fluoride (0.404 g, 6.96 mmol) was added, and the solution was maintained at room temperature for 1 hour. The solution was concentrated in vacuo. Purification via silica gel column chromatography (0-25% EtOAc:Hexanes) afforded ethyl 7-oxospiro[2.5]octane-4-carboxylate (251 mg, 20%) as a colorless oil. 1H NMR (500 MHz, CDCl3) δ 4.27-4.14 (m, 2H), 2.90 (d, J=14.9, 1H), 2.66 (ddd, J=5.6, 11.4, 16.8, 1H), 2.42-2.25... Starting materials: CON(C(=O)C=1C=NN(C1)COCC[Si](C)(C)C)C (N-Methoxy-N-methyl-1-{[2-(trimethylsilyl)ethoxy]methyl}-1H-pyrazole-4-carboxamide), C[Mg]Br (methylmagnesium bromide), [Cl-].[NH4+] (ammonium chloride). Run in O1CCCC1 (tetrahydrofuran). The product is C[Si](CCOCN1N=CC(=C1)C(C)=O)(C)C (1-(1-{[2-(Trimethylsilyl)ethoxy]methyl}-1H-pyrazol-4-yl)ethanone). Yield: 32.8%. Reaction SMILES: CON(C)[C:4]([C:6]1[CH:7]=[N:8][N:9]([CH2:11][O:12][CH2:13][CH2:14][Si:15]([CH3:18])([CH3:17])[CH3:16])[CH:10]=1)=[O:5].[CH3:20][Mg]Br.[Cl-].[NH4+]>O1CCCC1>[CH3:18][Si:15]([CH3:16])([CH3:17])[CH2:14][CH2:13][O:12][CH2:11][N:9]1[CH:10]=[C:6]([C:4](=[O:5])[CH3:20])[CH:7]=[N:8]1 |f:2.3|. Reported procedure: N-Methoxy-N-methyl-1-{[2-(trimethylsilyl)ethoxy]methyl}-1H-pyrazole-4-carboxamide (325.8 mg, 1.14 mmol) in tetrahydrofuran (2 mL) was mixed with methylmagnesium bromide (0.98 M in tetrahydrofuran, 4.32 mL, 4.23 mmol) under cooling with ice and the reaction mixture was warmed slowly to room temperature for 16 hours with stirring. After completion of the reaction, the reaction solution was mixed with saturated aqueous ammonium chloride, and extracted with ethyl acetate. The organic layer was dried... Reactants: FC1=CC=C(C=C1)N1N=CC2=CC(=CC=C12)O[C@@H]([C@H](C)N)C1=CC=CC=C1 ((1R,2S)-1-[1-(4-Fluorophenyl)indazol-5-yl]oxy-1-phenyl-propan-2-amine), IC1=C2C=NN(C2=CC=C1)C1=CC=C(C=C1)F (4-iodo-1-(4-fluorophenyl)indazole), C[C@@H]([C@@H](C1=CC=CC=C1)O)N ((1R,2S)-norephedrine). Yields the product FC1=CC=C(C=C1)N1N=CC2=C(C=CC=C12)O[C@@H]([C@H](C)N)C1=CC=CC=C1 ((1R,2S)-1-[1-(4-Fluorophenyl)indazol-4-yl]oxy-1-phenyl-propan-2-amine). As a reaction SMILES: [F:1][C:2]1[CH:7]=[CH:6][C:5]([N:8]2[C:16]3[C:11](=[CH:12][C:13](O[C@H](C4C=CC=CC=4)[C@@H](N)C)=[CH:14][CH:15]=3)[CH:10]=[N:9]2)=[CH:4][CH:3]=1.IC1C=CC=C2C=1C=NN2C1C=CC(F)=CC=1.[CH3:45][C@H:46]([NH2:55])[C@H:47]([OH:54])[C:48]1[CH:53]=[CH:52][CH:51]=[CH:50][CH:49]=1>>[F:1][C:2]1[CH:3]=[CH:4][C:5]([N:8]2[C:16]3[C:11](=[C:12]([O:54][C@H:47]([C:48]4[CH:53]=[CH:52][CH:51]=[CH:50][CH:49]=4)[C@@H:46]([NH2:55])[CH3:45])[CH:13]=[CH:14][CH:15]=3)[CH:10]=[N:9]2)=[CH:6][CH:7]=1. Reported procedure: Prepared according to the protocol described for 1a starting from 4-iodo-1-(4-fluorophenyl)indazole (3b, 332 mg, 0.98 mmol) and (1R,2S)-norephedrine (742 mg, 4.9 mmol). Yield: 150 mg (42%). The reactants are CC(=O)[O-], CC(=O)[O-], OB(O)C1CCC1, ClC(Cl)Cl, [Cu+2], CC(C)N1CCN(C(=O)c2ccc3[nH]c(C(=O)N4CCC(F)(F)CC4)cc3c2)CC1, c1ccncc1. Product: CC(C)N1CCN(C(=O)c2ccc3c(c2)cc(C(=O)N2CCC(F)(F)CC2)n3C2CCC2)CC1. RXN SMILES: [C:48]([O-:49])(=[O:50])[CH3:51].[C:53]([O-:54])(=[O:55])[CH3:56].[CH:31]1([B:35]([OH:36])[OH:37])[CH2:32][CH2:33][CH2:34]1.[CH:44]([Cl:45])([Cl:46])[Cl:47].[Cu+2:52].[F:1][C:2]1([F:30])[CH2:3][CH2:4][N:5]([C:8](=[O:9])[c:10]2[nH:11][c:12]3[cH:13][cH:14][c:15]([C:19](=[O:20])[N:21]4[CH2:22][CH2:23][N:24]([CH:27]([CH3:28])[CH3:29])[CH2:25][CH2:26]4)[cH:16][c:17]3[cH:18]2)[CH2:6][CH2:7]1.[cH:38]1[cH:39][cH:40][n:41][cH:42][cH:43]1>>[F:1][C:2]1([F:30])[CH2:3][CH2:4][N:5]([C:8](=[O:9])[c:10]2[n:11]([CH:31]3[CH2:32][CH2:33][CH2:34]3)[c:12]3[cH:13][cH:14][c:15]([C:19](=[O:20])[N:21]4[CH2:22][CH2:23][N:24]([CH:27]([CH3:28])[CH3:29])[CH2:25][CH2:26]4)[cH:16][c:17]3[cH:18]2)[CH2:6][CH2:7]1. Reactants: BrC1=C(NC(C=2CCCCC12)=O)C (4-bromo-3-methyl-5,6,7,8-tetrahydro-2H-isoquinolin-1-one), CI (methyl iodide). Reagents/catalysts: C([O-])([O-])=O.[Ag+].[Ag+] (silver(I) carbonate). Run in C(Cl)(Cl)Cl (chloroform). Conditions: temperature 50 celsius, time 3 hour. The product is BrC1=C(N=C(C=2CCCCC12)OC)C (4-Bromo-1-methoxy-3-methyl-5,6,7,8-tetrahydroisoquinoline). Isolated yield 82.8%. As a reaction SMILES: [Br:1][C:2]1[C:11]2[CH2:10][CH2:9][CH2:8][CH2:7][C:6]=2[C:5](=[O:12])[NH:4][C:3]=1[CH3:13].[CH3:14]I>C(Cl)(Cl)Cl.C(=O)([O-])[O-].[Ag+].[Ag+]>[Br:1][C:2]1[C:11]2[CH2:10][CH2:9][CH2:8][CH2:7][C:6]=2[C:5]([O:12][CH3:14])=[N:4][C:3]=1[CH3:13] |f:3.4.5|. Reported procedure: 8.9 g (36.8 mmol) of 4-bromo-3-methyl-5,6,7,8-tetrahydro-2H-isoquinolin-1-one are dissolved in 200 ml of chloroform and, after addition of 13.7 g (49.6 mmol) of silver(I) carbonate and 16.2 ml (36.5 g, 257 mmol) of methyl iodide, stirred at 50° C. for 3 h. After a further 24 h at RT, the suspension is filtered through Celite, concentrated and chromatographed on silica gel using n-heptane with addition of 2% ethyl acetate. A colorless oil (7.8 g, 83% yield) is obtained. The reactants are NC=1N=C(NC(C1N)=O)C1=C(C=CC=C1)OCCC (4,5-diamino-2-(2-propoxyphenyl)pyrimidin-6-one), C(C)(=O)[O-].[Na+] (sodium acetate), Cl.C(C)(=N)N (acetamidine hydrochloride). Run in C(C)O (ethanol). Yields the product C(CC)OC1=C(C=CC=C1)C1=NC(C2=NC(=NC2=N1)C)=O (2-(2-Propoxyphenyl)-8-methylpurin-6-one). RXN SMILES: [NH2:1][C:2]1[N:3]=[C:4]([C:10]2[CH:15]=[CH:14][CH:13]=[CH:12][C:11]=2[O:16][CH2:17][CH2:18][CH3:19])[NH:5][C:6](=[O:9])[C:7]=1[NH2:8].[C:20]([O-])(=O)[CH3:21].[Na+].Cl.C(N)(=N)C>C(O)C>[CH2:17]([O:16][C:11]1[CH:12]=[CH:13][CH:14]=[CH:15][C:10]=1[C:4]1[N:3]=[C:2]2[C:7](=[N:8][C:20]([CH3:21])=[N:1]2)[C:6](=[O:9])[N:5]=1)[CH2:18][CH3:19] |f:1.2,3.4|. Reported procedure: A mixture of 4,5-diamino-2-(2-propoxyphenyl)pyrimidin-6-one (1.56 g), anhydrous sodium acetate (114 g) and acetamidine hydrochloride (142 g) was heated in an oil bath at 150°-160° C. for 2 hours. The mixture was digested with ethanol (2 ml), cooled, filtered and the solid washed with ethanol. Recrystallisation from ethanol gave the title compound, 0.72 g, m.p. 264°-265° C. Reactants: ClC1=CC=NC2=CC=CC=C12 (4-Chloroquinoline), N1CCNCC1 (piperazine), O (water), [OH-].[Na+] (NaOH). Run in CC(=O)N(C)C (dimethylacetamide). Run at temperature 130 celsius, time 4 hour. Yields the product N1(CCNCC1)C1=CC=NC2=CC=CC=C12 (4-piperazin-1-ylquinoline). Isolated yield 30.7%. As a reaction SMILES: Cl[C:2]1[C:11]2[C:6](=[CH:7][CH:8]=[CH:9][CH:10]=2)[N:5]=[CH:4][CH:3]=1.[NH:12]1[CH2:17][CH2:16][NH:15][CH2:14][CH2:13]1.O.[OH-].[Na+]>CC(N(C)C)=O>[N:12]1([C:2]2[C:11]3[C:6](=[CH:7][CH:8]=[CH:9][CH:10]=3)[N:5]=[CH:4][CH:3]=2)[CH2:17][CH2:16][NH:15][CH2:14][CH2:13]1 |f:3.4|. Reported procedure: 4-Chloroquinoline (25 g, 0.153 mol) and anhydrous piperazine (59.2 g, 0.69 mol) were dissolved in dimethylacetamide (400 ml) and stirred at 130° C. for 4 hours. The mixture was allowed to reach room temperature, water (600 ml) and 2M NaOH (150 ml) were added and the mixture was extracted with dichloromethane (600 ml). The organic phase was dried over magnesium sulfate, the solvent was removed at reduced pressure and the residue crystallized with diisopropylether. The raw product was mixed with a... The reactants are CN(CCN1C([C@@H]([C@@H](SC2=C1C=CC(=C2)OC2=CC=CC=C2)C2=CC(=C(C=C2)OC)F)O)=O)C ((±)-cis-5-(2-dimethylaminoethyl)-2-(3- fluoro-4-methoxyphenyl)-2,3-dihydro-3-hydroxy-8-phenoxy-1,5-benzothiazepin-4(5H)-one), C(C)(=O)OC(C)=O (acetic anhydride). Solvent: N1=CC=CC=C1 (pyridine). Yields the product C(C)(=O)O[C@@H]1[C@@H](SC2=C(N(C1=O)CCN(C)C)C=CC(=C2)OC2=CC=CC=C2)C2=CC(=C(C=C2)OC)F ((±)-Cis-3-acetoxy-5-(2-dimethylaminoethyl)-2-(3-fluoro- 4-methoxyphenyl)-2,3-dihydro-8-phenoxy-1,5-benzothiazepin-4(5H)-one). Reaction SMILES: [CH3:1][N:2]([CH3:34])[CH2:3][CH2:4][N:5]1[C:11]2[CH:12]=[CH:13][C:14]([O:16][C:17]3[CH:22]=[CH:21][CH:20]=[CH:19][CH:18]=3)=[CH:15][C:10]=2[S:9][C@@H:8]([C:23]2[CH:28]=[CH:27][C:26]([O:29][CH3:30])=[C:25]([F:31])[CH:24]=2)[C@@H:7]([OH:32])[C:6]1=[O:33].[C:35](OC(=O)C)(=[O:37])[CH3:36]>N1C=CC=CC=1>[C:35]([O:32][C@H:7]1[C:6](=[O:33])[N:5]([CH2:4][CH2:3][N:2]([CH3:1])[CH3:34])[C:11]2[CH:12]=[CH:13][C:14]([O:16][C:17]3[CH:18]=[CH:19][CH:20]=[CH:21][CH:22]=3)=[CH:15][C:10]=2[S:9][C@H:8]1[C:23]1[CH:28]=[CH:27][C:26]([O:29][CH3:30])=[C:25]([F:31])[CH:24]=1)(=[O:37])[CH3:36]. Procedure: 455 mg of (±)-cis-5-(2-dimethylaminoethyl)-2-(3- fluoro-4-methoxyphenyl)-2,3-dihydro-3-hydroxy-8-phenoxy-1,5-benzothiazepin-4(5H)-one (prepared as described in Example 3) were acetylated in the same manner as described in Example 2 in 2 ml of pyridine using 1 ml of acetic anhydride and the product was isolated and purified also as described in Example 2, to give 480 mg of the title compound as a gum. The reactants are [N+](=[N-])=C (diazomethane), OC1=C(C=CCN2CC3=CC=CC=C3C2)C=CC=C1 (N-(o-hydroxycinnamyl)-isoindoline), CCOCC (ether), [N+](=[N-])=C (diazomethane), C(C)(=O)O (acetic acid). Run in C(C)O (ethanol). Conditions: time 8 hour. Yields the product COC1=C(C=CCN2CC3=CC=CC=C3C2)C=CC=C1 (N-(o-methoxycinnamyl)-isoindoline). Isolated yield 61.2%. Reaction SMILES: [OH:1][C:2]1[CH:19]=[CH:18][CH:17]=[CH:16][C:3]=1[CH:4]=[CH:5][CH2:6][N:7]1[CH2:15][C:14]2[C:9](=[CH:10][CH:11]=[CH:12][CH:13]=2)[CH2:8]1.[CH3:20]COCC.[N+](=C)=[N-].C(O)(=O)C>C(O)C>[CH3:20][O:1][C:2]1[CH:19]=[CH:18][CH:17]=[CH:16][C:3]=1[CH:4]=[CH:5][CH2:6][N:7]1[CH2:8][C:9]2[C:14](=[CH:13][CH:12]=[CH:11][CH:10]=2)[CH2:15]1. Procedure: The process for the preparation of this compound and its physical properties will be given below. 236.2 milligrams of the N-(o-hydroxycinnamyl)-isoindoline of the hereinafter-given Example 24 is dissolved in 10 milliliters of ethanol. After adding an ether solution of diazomethane thereto, the resulting mixture is left standing overnight at room temperature. The excess diazomethane is then decomposed with acetic acid, the solvent is distilled off, and the residue is recrystallized from acetone a... The reactants are CCOC(=O)/N=N/C(=O)OCC (DEAD), C(C1=CC=CC=C1)ON(C=O)CC1=CC(=C(C(=C1)Cl)O)Cl (N-benzyloxy-N-(3,5-dichloro-4-hydroxybenzyl)formamide), C(CCC)O (n-butanol), C1=CC=C(C=C1)P(C2=CC=CC=C2)C3=CC=CC=C3 (triphenyl phosphine resin). Solvent: C(Cl)Cl (methylene chloride), C(Cl)Cl (methylene chloride). Run at time 0.5 hour. The product is C(C1=CC=CC=C1)ON(C=O)CC1=CC(=C(C(=C1)Cl)OCCCC)Cl (N-benzyloxy-N-(4-butoxy-3,5-dichlorobenzyl)formamide). As a reaction SMILES: [CH2:1]([O:8][N:9]([CH2:12][C:13]1[CH:18]=[C:17]([Cl:19])[C:16]([OH:20])=[C:15]([Cl:21])[CH:14]=1)[CH:10]=[O:11])[C:2]1[CH:7]=[CH:6][CH:5]=[CH:4][CH:3]=1.[CH2:22](O)[CH2:23][CH2:24][CH3:25].C1C=CC(P(C2C=CC=CC=2)C2C=CC=CC=2)=CC=1.CCOC(/N=N/C(OCC)=O)=O>C(Cl)Cl>[CH2:1]([O:8][N:9]([CH2:12][C:13]1[CH:14]=[C:15]([Cl:21])[C:16]([O:20][CH2:22][CH2:23][CH2:24][CH3:25])=[C:17]([Cl:19])[CH:18]=1)[CH:10]=[O:11])[C:2]1[CH:7]=[CH:6][CH:5]=[CH:4][CH:3]=1. Procedure details: To a solution of N-benzyloxy-N-(3,5-dichloro-4-hydroxybenzyl)formamide in methylene chloride (5 ml) was added n-butanol (110 ul, 1.2 mmol) and Polymer-bound triphenyl phosphine resin (500 mg, 1,2 mmol/g, 0.6 mmol). The reaction mixture was stirred for 0.5 h at room temperature then cooled to 0° C. A solution of DEAD (0.6 mmol, 95 ul) in methylene chloride (1 ml) was added and the reaction mixture stirred at room temperature for 16 h. The resin was filtered and washed with methylene chloride thre...